From a dataset of the Open Reaction Database (ORD), a public repository of structured organic reaction records. describe an organic reaction: reactants, conditions, products, and yield The reactants are C(C)(=O)OCC1=C(C=C(C(=O)OC(C)(C)C)C=C1)[N+](=O)[O-] (t-butyl 4-(acetoxymethyl)-3-nitrobenzoate), O.NN (hydrazine hydrate), CCOC(=O)C (EtOAc), [Na+].[Cl-] (NaCl). The solvent is CO (MeOH). Run at temperature 25 celsius, time 4 hour. Yields the product OCC1=C(C=C(C(=O)OC(C)(C)C)C=C1)[N+](=O)[O-] (t-Butyl 4-(hydroxymethyl)-3-nitrobenzoate). The yield is 93.0%. RXN SMILES: C([O:4][CH2:5][C:6]1[CH:18]=[CH:17][C:9]([C:10]([O:12][C:13]([CH3:16])([CH3:15])[CH3:14])=[O:11])=[CH:8][C:7]=1[N+:19]([O-:21])=[O:20])(=O)C.O.NN.CCOC(C)=O.[Na+].[Cl-]>CO>[OH:4][CH2:5][C:6]1[CH:18]=[CH:17][C:9]([C:10]([O:12][C:13]([CH3:16])([CH3:14])[CH3:15])=[O:11])=[CH:8][C:7]=1[N+:19]([O-:21])=[O:20] |f:1.2,4.5|. Reported procedure: To a solution of 14.1 g (47.7 mmol, 1.00 eq.) of t-butyl 4-(acetoxymethyl)-3-nitrobenzoate in MeOH (200 mL) was added 27.0 mL (477 mmol, 10.0 eq.) of hydrazine hydrate (55% hydrazine). The resulting yellow solution was stirred at 25° C. for 4 hr. EtOAc (250 mL) and saturated aq. NaCl (85 mL) were added, and the organic layer collected after shaking. The organic layer was washed further with saturated aq. NaCl (2×85 mL), and then dried (MgSO4). Removal of volatiles in vacuo gave the product in 93... Reactants: [N+](=O)([O-])C=C(NCCCBr)SC (1-nitro-2-methylthio-2-(3-bromopropylamino)ethylene), [H-].[Na+] (sodium hydride). Run in O1CCCC1 (tetrahydrofuran). Product: CSC=1NCCCC1[N+](=O)[O-] (2-methylthio-3-nitro-1,4,5,6-tetrahydropyridine). Isolated yield 28.7%. Reaction SMILES: [N+:1]([CH:4]=[C:5]([S:11][CH3:12])[NH:6][CH2:7][CH2:8][CH2:9]Br)([O-:3])=[O:2].[H-].[Na+]>O1CCCC1>[CH3:12][S:11][C:5]1[NH:6][CH2:7][CH2:8][CH2:9][C:4]=1[N+:1]([O-:3])=[O:2] |f:1.2|. Procedure details: A mixture of 1-nitro-2-methylthio-2-(3-bromopropylamino)ethylene (3.2 g, 0.012 mol) and sodium hydride (50% of oil, 0.9 g, 0.019 mol) in dry tetrahydrofuran (50 ml) was refluxed for 18 hours. The mixture was filtered, and the filtrate was evaporated to dryness. The residue was chromatographed on a silica gel column, the product being eluted with ethyl acetate. Recrystallisation of the product from methanol/propan-2-ol gave 2-methylthio-3-nitro-1,4,5,6-tetrahydropyridine (0.6 g, 29%) m.p. 230.5°-... Reactants: NC1=C(C=C(C=C1)F)C(=O)C1=NC=CC=C1C ((2-amino-5-fluorophenyl)(3-methylpyridin-2-yl)methanone), O=C([C@H](C)NC(OC(C)(C)C)=O)CC1=NC=CC=C1 ((S)-tert-butyl 3-oxo-4-(pyridin-2-yl)butan-2-ylcarbamate). The reagents and catalysts are O.O.[Na+].Cl[Au-](Cl)(Cl)Cl (sodium tetrachloroaurate(iii) dihydrate). The solvent is CC(C)O (2-propanol). Reaction conditions: time 48 hour. Yields the product FC=1C=C2C(=C(C(=NC2=CC1)C(C)NC(OC(C)(C)C)=O)C1=NC=CC=C1)C1=NC=CC=C1C (tert-butyl 1-(6-fluoro-4-(3-methylpyridin-2-yl)-3-(pyridin-2-yl)quinolin-2-yl)ethylcarbamate). Reaction SMILES: [NH2:1][C:2]1[CH:7]=[CH:6][C:5]([F:8])=[CH:4][C:3]=1[C:9]([C:11]1[C:16]([CH3:17])=[CH:15][CH:14]=[CH:13][N:12]=1)=O.O=[C:19]([CH2:30][C:31]1[CH:36]=[CH:35][CH:34]=[CH:33][N:32]=1)[C@@H:20]([NH:22][C:23](=[O:29])[O:24][C:25]([CH3:28])([CH3:27])[CH3:26])[CH3:21]>CC(O)C.O.O.[Na+].Cl[Au-](Cl)(Cl)Cl>[F:8][C:5]1[CH:4]=[C:3]2[C:2](=[CH:7][CH:6]=1)[N:1]=[C:19]([CH:20]([NH:22][C:23](=[O:29])[O:24][C:25]([CH3:27])([CH3:28])[CH3:26])[CH3:21])[C:30]([C:31]1[CH:36]=[CH:35][CH:34]=[CH:33][N:32]=1)=[C:9]2[C:11]1[C:16]([CH3:17])=[CH:15][CH:14]=[CH:13][N:12]=1 |f:3.4.5.6|. Procedure details: A solution of (2-amino-5-fluorophenyl)(3-methylpyridin-2-yl)methanone (0.29 g, 1.26 mmol), (S)-tert-butyl 3-oxo-4-(pyridin-2-yl)butan-2-ylcarbamate (0.366 g, 1.386 mmol), and sodium tetrachloroaurate(iii) dihydrate (0.025 g, 0.063 mmol) in 2-propanol (5.0 mL) was stirred at 80° C. for 24 h under an argon atmosphere, then at room temperature for an additional 48 h. The solution was purified by silica gel column chromatography eluting with a gradient of 10-40% EtOAc in hexane to afford tert-butyl ... The reactants are FC=1C=CC=C2C(=NNC12)C1=CC=C(C=C1)OC (7-fluoro-3-(4-methoxyphenyl)-1H-indazole), [H-].[Na+] (sodium hydride), IC(C)C (2-iodopropane). Product: FC1=CC=CC2=C(N(N=C12)C(C)C)C1=CC=C(C=C1)OC (7-fluoro-2-isopropyl-3-(4-methoxyphenyl)-2H-indazole). Isolated yield 4.9%. As a reaction SMILES: [F:1][C:2]1[CH:3]=[CH:4][CH:5]=[C:6]2[C:10]=1[NH:9][N:8]=[C:7]2[C:11]1[CH:16]=[CH:15][C:14]([O:17][CH3:18])=[CH:13][CH:12]=1.[H-].[Na+].I[CH:22]([CH3:24])[CH3:23]>>[F:1][C:2]1[C:10]2[C:6](=[C:7]([C:11]3[CH:16]=[CH:15][C:14]([O:17][CH3:18])=[CH:13][CH:12]=3)[N:8]([CH:22]([CH3:24])[CH3:23])[N:9]=2)[CH:5]=[CH:4][CH:3]=1 |f:1.2|. Reported procedure: Prepared according to Method D step B from 7-fluoro-3-(4-methoxyphenyl)-1H-indazole (0.121 g, 0.5 mmol), sodium hydride (60% in oil, 0.024 g, 0.6 mmol) and 2-iodopropane (0.10 mL, 1.0 mmol) to give the title compound (0.007 g). Starting materials: [H-].[Na+] (sodium hydride), C(C)(C)(C)OC(=O)N1CC(C(CC1)C(=O)OCC)=O (ethyl N-tert-butoxycarbonyl-3-oxo-piperidine-4-carboxylate), CC=1C=C(CBr)C=CC1 (3-methylbenzyl bromide), resultant solution. The solvent is CN(C=O)C (dimethylformamide), CN(C)C=O (DMF). Reaction conditions: temperature 0 celsius, time 30 minute. Yields the product C(C)(C)(C)OC(=O)N1CC(C(CC1)(C(=O)OCC)CC1=CC(=CC=C1)C)=O (Ethyl N-tert-butoxycarbonyl-3-oxo-4-(3-methylbenzyl)piperidine-4-carboxylate). Reaction SMILES: [H-].[Na+].[C:3]([O:7][C:8]([N:10]1[CH2:15][CH2:14][CH:13]([C:16]([O:18][CH2:19][CH3:20])=[O:17])[C:12](=[O:21])[CH2:11]1)=[O:9])([CH3:6])([CH3:5])[CH3:4].[CH3:22][C:23]1[CH:24]=[C:25]([CH:28]=[CH:29][CH:30]=1)[CH2:26]Br>CN(C)C=O>[C:3]([O:7][C:8]([N:10]1[CH2:15][CH2:14][C:13]([CH2:22][C:23]2[CH:30]=[CH:29][CH:28]=[C:25]([CH3:26])[CH:24]=2)([C:16]([O:18][CH2:19][CH3:20])=[O:17])[C:12](=[O:21])[CH2:11]1)=[O:9])([CH3:6])([CH3:5])[CH3:4] |f:0.1|. Procedure: To a cold (0° C.) slurry of sodium hydride (0.29 g, 12 mmol) in anhydrous dimethylformamide (50 mL), a solution of ethyl N-tert-butoxycarbonyl-3-oxo-piperidine-4-carboxylate (2.73 g, 10 mmol) in DMF (10 mL) was added. The mixture was stirred at 0° C. for 30 min., and at room temp. for 30 min. The resultant solution was cooled back to 0° C. and treated with 3-methylbenzyl bromide (1.63 mL, 12 mmol). The reaction mixture was stirred at room temp. overnight and concentrated under vacuum. The residu...